This data is from the Open Reaction Database (ORD), a public repository of structured organic reaction records. The task is: describe an organic reaction: reactants, conditions, products, and yield The reactants are CC(=O)OC1(C)C(COC(=O)c2ccccc2)OC(n2cnc3c(Cl)ncnc32)C1(C)F, CCO, NCc1cccc(Cl)c1, O. The product is CC(=O)OC1(C)C(COC(=O)c2ccccc2)OC(n2cnc3c(NCc4cccc(Cl)c4)ncnc32)C1(C)F. Reaction SMILES: [C:1]([c:2]1[cH:3][cH:4][cH:5][cH:6][cH:7]1)(=[O:8])[O:9][CH2:10][CH:11]1[O:12][CH:13]([n:23]2[c:24]3[n:25][cH:26][n:27][c:28]([Cl:32])[c:29]3[n:30][cH:31]2)[C:14]([CH3:21])([F:22])[C:15]1([CH3:16])[O:17][C:18]([CH3:19])=[O:20].[CH3:43][CH2:44][OH:45].[Cl:33][c:34]1[cH:35][c:36]([CH2:37][NH2:38])[cH:39][cH:40][cH:41]1.[OH2:42]>>[C:1]([c:2]1[cH:3][cH:4][cH:5][cH:6][cH:7]1)(=[O:8])[O:9][CH2:10][CH:11]1[O:12][CH:13]([n:23]2[c:24]3[n:25][cH:26][n:27][c:28]([NH:38][CH2:37][c:36]4[cH:35][c:34]([Cl:33])[cH:41][cH:40][cH:39]4)[c:29]3[n:30][cH:31]2)[C:14]([CH3:21])([F:22])[C:15]1([CH3:16])[O:17][C:18]([CH3:19])=[O:20].